From a dataset of the Open Reaction Database (ORD), a public repository of structured organic reaction records. describe an organic reaction: reactants, conditions, products, and yield The reactants are Ice water, C([O-])([O-])=O.[Na+].[Na+] (sodium carbonate), C(=O)(O)C(CC1=CC=C(C=C1)B(O)O)C (4-(2-carboxypropyl)phenyl boronic acid), ClC1=NC=CC=C1S(=O)(=O)N(C1=NC=C(N=C1OC)C)C(=O)OCC(C)C (2-chloro-N-(isobutoxycarbonyl)-N-(3-methoxy-5-methyl-pyrazin-2-yl)pyridine-3-sulphonamide), C(C)O (ethanol). Reagents/catalysts: C=1C=CC(=CC1)[P](C=2C=CC=CC2)(C=3C=CC=CC3)[Pd]([P](C=4C=CC=CC4)(C=5C=CC=CC5)C=6C=CC=CC6)([P](C=7C=CC=CC7)(C=8C=CC=CC8)C=9C=CC=CC9)[P](C=1C=CC=CC1)(C=1C=CC=CC1)C=1C=CC=CC1 (Tetrakis(triphenylphosphine)palladium). Solvent: O (water), C1(=CC=CC=C1)C (toluene). Reaction conditions: temperature 80 celsius. Yields the product C(C(C)C)OC(=O)N(S(=O)(=O)C=1C(=NC=CC1)C1=CC=C(C=C1)CC(C)C(=O)O)C1=NC=C(N=C1OC)C (N-(isobutoxycarbonyl)-2-(4-(2-carboxypropyl)phenyl)-N-(3-methoxy-5-methylpyrazin-2-yl)pyridine-3-sulphonamide). Isolated yield 39.0%. Reaction SMILES: C(=O)([O-])[O-].[Na+].[Na+].[C:7]([CH:10]([CH3:21])[CH2:11][C:12]1[CH:17]=[CH:16][C:15](B(O)O)=[CH:14][CH:13]=1)([OH:9])=[O:8].Cl[C:23]1[C:28]([S:29]([N:32]([C:42]([O:44][CH2:45][CH:46]([CH3:48])[CH3:47])=[O:43])[C:33]2[C:38]([O:39][CH3:40])=[N:37][C:36]([CH3:41])=[CH:35][N:34]=2)(=[O:31])=[O:30])=[CH:27][CH:26]=[CH:25][N:24]=1.C(O)C>O.C1C=CC([P]([Pd]([P](C2C=CC=CC=2)(C2C=CC=CC=2)C2C=CC=CC=2)([P](C2C=CC=CC=2)(C2C=CC=CC=2)C2C=CC=CC=2)[P](C2C=CC=CC=2)(C2C=CC=CC=2)C2C=CC=CC=2)(C2C=CC=CC=2)C2C=CC=CC=2)=CC=1.C1(C)C=CC=CC=1>[CH2:45]([O:44][C:42]([N:32]([C:33]1[C:38]([O:39][CH3:40])=[N:37][C:36]([CH3:41])=[CH:35][N:34]=1)[S:29]([C:28]1[C:23]([C:15]2[CH:16]=[CH:17][C:12]([CH2:11][CH:10]([C:7]([OH:9])=[O:8])[CH3:21])=[CH:13][CH:14]=2)=[N:24][CH:25]=[CH:26][CH:27]=1)(=[O:31])=[O:30])=[O:43])[CH:46]([CH3:48])[CH3:47] |f:0.1.2,^1:56,58,77,96|. Procedure: Tetrakis(triphenylphosphine)palladium (0) (500 mg) was added to a deoxygenated solution of sodium carbonate (3.74 g), 4-(2-carboxypropyl)phenyl boronic acid (3.67 g) and 2-chloro-N-(isobutoxycarbonyl)-N-(3-methoxy-5-methyl-pyrazin-2-yl)pyridine-3-sulphonamide (6.1 g) in a mixture of water (30 ml), ethanol (75 ml) and toluene (75 ml). The mixture was stirred and heated under argon at 80° C. for 17 hours and then allowed to cool to ambient temperature. Ice water (5 g) was added and the reaction ex... The reactants are O=C(Oc1ccccc1)Oc1ccccc1, CN(C)C=O, Cl, [H-], [Na+], O, NS(=O)(=O)c1ccccc1-c1ccccc1. Product: O=C(NS(=O)(=O)c1ccccc1-c1ccccc1)Oc1ccccc1. As a reaction SMILES: [C:19]([O:20][c:21]1[cH:22][cH:23][cH:24][cH:25][cH:26]1)([O:27][c:29]1[cH:30][cH:31][cH:32][cH:33][cH:34]1)=[O:28].[CH3:36][N:37]([CH3:38])[CH:39]=[O:40].[ClH:35].[H-:1].[Na+:2].[OH2:41].[c:3]1(-[c:9]2[c:10]([S:15](=[O:16])(=[O:17])[NH2:18])[cH:11][cH:12][cH:13][cH:14]2)[cH:4][cH:5][cH:6][cH:7][cH:8]1>>[c:3]1(-[c:9]2[c:10]([S:15](=[O:16])(=[O:17])[NH:18][C:19]([O:20][c:21]3[cH:22][cH:23][cH:24][cH:25][cH:26]3)=[O:27])[cH:11][cH:12][cH:13][cH:14]2)[cH:4][cH:5][cH:6][cH:7][cH:8]1. Starting materials: COc1c(-c2cccc(C(=O)O)c2)cccc1[N+](=O)[O-], CCO, O=C[O-], [NH4+]. The product is COc1c(N)cccc1-c1cccc(C(=O)O)c1. RXN SMILES: [CH3:1][O:2][c:3]1[c:4](-[c:12]2[cH:13][c:14]([C:18](=[O:19])[OH:20])[cH:15][cH:16][cH:17]2)[cH:5][cH:6][cH:7][c:8]1[N+:9]([O-:10])=[O:11].[CH3:25][CH2:26][OH:27].[CH:21]([O-:22])=[O:23].[NH4+:24]>>[CH3:1][O:2][c:3]1[c:4](-[c:12]2[cH:13][c:14]([C:18](=[O:19])[OH:20])[cH:15][cH:16][cH:17]2)[cH:5][cH:6][cH:7][c:8]1[NH2:9]. Reaction conditions: temperature 60 celsius. The product is FC1=C(C=C(C=C1)CC1=NNC(C2=CC=CC=C12)=O)N1C(N(C(C1=O)(C)C)CC(=O)N)=O (2-{3-[2-Fluoro-5-(4-oxo-3,4-dihydro-phthalazin-1-ylmethyl)-phenyl]-5,5-dimethyl-2,4-dioxo-imidazolidin-1-yl}-acetamide). RXN SMILES: C[O:2][C:3](=O)[CH2:4][N:5]1[C:9]([CH3:11])([CH3:10])[C:8](=[O:12])[N:7]([C:13]2[CH:18]=[C:17]([CH2:19][C:20]3[C:29]4[C:24](=[CH:25][CH:26]=[CH:27][CH:28]=4)[C:23](=[O:30])[NH:22][N:21]=3)[CH:16]=[CH:15][C:14]=2[F:31])[C:6]1=[O:32].CO.[NH3:36]>>[F:31][C:14]1[CH:15]=[CH:16][C:17]([CH2:19][C:20]2[C:29]3[C:24](=[CH:25][CH:26]=[CH:27][CH:28]=3)[C:23](=[O:30])[NH:22][N:21]=2)=[CH:18][C:13]=1[N:7]1[C:8](=[O:12])[C:9]([CH3:11])([CH3:10])[N:5]([CH2:4][C:3]([NH2:36])=[O:2])[C:6]1=[O:32]. Procedure: {3-[2-Fluoro-5-(4-oxo-3,4-dihydro-phthalazin-1-ylmethyl)-phenyl]-5,5-dimethyl-2,4-dioxo-imidazolidin-1-yl}-acetic acid methyl ester (0.025 g, 0.055 mmol) was dissolved in solution of 7N ammonia in methanol (3 ml, 21 mmol) and heated in a sealed tube at 60° C. for 18 hours. The resultant solution was concentrated in vacuo and submitted for preparative HPLC purification. Starting materials: COC(CN1C(N(C(C1(C)C)=O)C1=C(C=CC(=C1)CC1=NNC(C2=CC=CC=C12)=O)F)=O)=O ({3-[2-Fluoro-5-(4-oxo-3,4-dihydro-phthalazin-1-ylmethyl)-phenyl]-5,5-dimethyl-2,4-dioxo-imidazolidin-1-yl}-acetic acid methyl ester), CO (methanol), N (ammonia). Starting materials: Clc1ccccc1, C=C1C2C3CC(F)C(=O)C3(C)CCC2C2(C)C(C)CC(=O)C3OC32C1C, O=[Se](O[Se](=O)c1ccccc1)c1ccccc1. Product: C=C1C2C3CC(F)C(=O)C3(C)CCC2C2(C)C(C)=CC(=O)C3OC32C1C. Reaction SMILES: [Cl:44][c:45]1[cH:46][cH:47][cH:48][cH:49][cH:50]1.[O:1]1[CH:2]2[C:3]13[CH:4]([CH3:26])[C:5](=[CH2:25])[CH:6]1[CH:7]4[CH2:8][CH:9]([F:24])[C:10](=[O:23])[C:11]4([CH3:12])[CH2:13][CH2:14][CH:15]1[C:16]3([CH3:22])[CH:17]([CH3:21])[CH2:18][C:19]2=[O:20].[c:27]1([Se:28]([O:29][Se:30]([c:31]2[cH:32][cH:33][cH:34][cH:35][cH:36]2)=[O:37])=[O:38])[cH:39][cH:40][cH:41][cH:42][cH:43]1>>[O:1]1[CH:2]2[C:3]13[CH:4]([CH3:26])[C:5](=[CH2:25])[CH:6]1[CH:7]4[CH2:8][CH:9]([F:24])[C:10](=[O:23])[C:11]4([CH3:12])[CH2:13][CH2:14][CH:15]1[C:16]3([CH3:22])[C:17]([CH3:21])=[CH:18][C:19]2=[O:20]. The reactants are CC(C)O, O=C(c1cc(Cl)ncn1)N1CCc2cc(F)ccc21, Cl, Nc1ccc2c(c1)CC1(C2)C(=O)Nc2ncccc21, CN(C)C=O. Product: O=C(c1cc(Nc2ccc3c(c2)CC2(C3)C(=O)Nc3ncccc32)ncn1)N1CCc2cc(F)ccc21. As a reaction SMILES: [CH3:40][CH:41]([OH:42])[CH3:43].[Cl:20][c:21]1[cH:22][c:23]([C:27](=[O:28])[N:29]2[CH2:30][CH2:31][c:32]3[cH:33][c:34]([F:38])[cH:35][cH:36][c:37]32)[n:24][cH:25][n:26]1.[ClH:39].[NH2:1][c:2]1[cH:3][c:4]2[c:8]([cH:9][cH:10]1)[CH2:7][C:6]1([CH2:5]2)[C:11](=[O:19])[NH:12][c:13]2[n:14][cH:15][cH:16][cH:17][c:18]21.[O:44]=[CH:45][N:46]([CH3:47])[CH3:48]>>[NH:1]([c:2]1[cH:3][c:4]2[c:8]([cH:9][cH:10]1)[CH2:7][C:6]1([CH2:5]2)[C:11](=[O:19])[NH:12][c:13]2[n:14][cH:15][cH:16][cH:17][c:18]21)[c:21]1[cH:22][c:23]([C:27](=[O:28])[N:29]2[CH2:30][CH2:31][c:32]3[cH:33][c:34]([F:38])[cH:35][cH:36][c:37]32)[n:24][cH:25][n:26]1. Reactants: BrC1=C(C=CC=C1)\C=C\C1=C(C=CC(=C1)Cl)O (trans-2-bromo-5′-chloro-2′-hydroxystilbene), O (water), dihydrate, C(C)(C)[N-]C(C)C.[Li+] (Lithium diisopropylamide), CCCCCCC.C1CCOC1 (heptane THF). Solvent: O1CCCC1 (tetrahydrofuran). Yields the product CN1[C@H]([C@@H](CC1)C1=C(C=CC(=C1)Cl)O)C1=C(C=CC=C1)Br (trans-N-methyl-2-(2-bromophenyl)-3-(2-hydroxy-5-chlorophenyl)-pyrrolidine). Isolated yield 79.0%. As a reaction SMILES: [Br:1][C:2]1[CH:7]=[CH:6][CH:5]=[CH:4][C:3]=1/[CH:8]=[CH:9]/[C:10]1[CH:15]=[C:14]([Cl:16])[CH:13]=[CH:12][C:11]=1[OH:17].[CH:18]([N-:21][CH:22](C)C)(C)[CH3:19].[Li+].CCCCCCC.C1COCC1.O>O1CCCC1>[CH3:22][N:21]1[CH2:18][CH2:19][C@@H:9]([C:10]2[CH:15]=[C:14]([Cl:16])[CH:13]=[CH:12][C:11]=2[OH:17])[C@@H:8]1[C:3]1[CH:4]=[CH:5][CH:6]=[CH:7][C:2]=1[Br:1] |f:1.2,3.4|. Procedure: To a solution of trans-2-bromo-5′-chloro-2′-hydroxystilbene (81 g, 261 mmol) in tetrahydrofuran (570 ml) trimethylamine-N-oxide.dihydrate (43.4 g, 390 mmol) was added at ambient temperature. Lithium diisopropylamide in heptane/THF (2M, 1070 ml, 2140 mmol) was then added during the course of 1 hour while maintaining the temperature below 40° C. After completion of the reaction water (120 ml) was added. Solvent was evaporated to a small volume after which ethyl acetate (250 ml) was added. The pH w...